From a dataset of the Open Reaction Database (ORD), a public repository of structured organic reaction records. describe an organic reaction: reactants, conditions, products, and yield Run at temperature 2.5 celsius, time 2 hour. Yield: 88.5%. As a reaction SMILES: C(P(CCCC)CCCC)CCC.[CH2:14]([O:16][C:17](=[O:27])[CH2:18][C:19]1[CH:24]=[CH:23][C:22]([OH:25])=[C:21]([Cl:26])[CH:20]=1)[CH3:15].[Br:28][C:29]1[CH:34]=[CH:33][C:32]([C:35]([C:39]2[CH:44]=[CH:43][C:42]([Br:45])=[CH:41][CH:40]=2)=[CH:36][CH2:37]O)=[CH:31][CH:30]=1>C1COCC1>[CH2:14]([O:16][C:17](=[O:27])[CH2:18][C:19]1[CH:24]=[CH:23][C:22]([O:25][CH2:37][CH:36]=[C:35]([C:32]2[CH:31]=[CH:30][C:29]([Br:28])=[CH:34][CH:33]=2)[C:39]2[CH:40]=[CH:41][C:42]([Br:45])=[CH:43][CH:44]=2)=[C:21]([Cl:26])[CH:20]=1)[CH3:15]. The product is C(C)OC(CC1=CC(=C(C=C1)OCC=C(C1=CC=C(C=C1)Br)C1=CC=C(C=C1)Br)Cl)=O ({4-[3,3-Bis-(4-bromo-phenyl)-allyloxy]-3-chloro-phenyl}-acetic acid ethyl ester). Starting materials: Azodicarboxylic dipiperidide, C(CCC)P(CCCC)CCCC (tributylphosphine), C(C)OC(CC1=CC(=C(C=C1)O)Cl)=O (3-chloro-4-hydroxyphenylacetic acid ethyl ester), BrC1=CC=C(C=C1)C(=CCO)C1=CC=C(C=C1)Br (3,3-bis-(4-bromophenyl)prop-2-en-1-ol). Reported procedure: A solution of tributylphosphine (955 μl, 3.0 mmol), 3-chloro-4-hydroxyphenylacetic acid ethyl ester (472 mg, 2.2 mmol) and 3,3-bis-(4-bromophenyl)prop-2-en-1-ol (736 mg, 2.0 mmol) in dry THF (15 ml) was stirred at 0-5° C. for 30 min, under a atmosphere of nitrogen. Azodicarboxylic dipiperidide (756 mg, 3.0 mmol) was added the mixture stirred at 0-5° C. for 2 h, and at room temperature over night. The reaction mixture was filtered and the filtrate concentrated in vacuo. The crude product was then... The solvent is C1CCOC1 (THF). Starting materials: ClC1=C(C#N)C=C(C(=C1)F)F (2-chloro-4,5-difluorobenzonitrile), S(O)(O)(=O)=O (sulfuric acid), O (water). The product is ClC1=C(C(=O)O)C=C(C(=C1)F)F (2 -chloro-4,5-difluorobenzoic acid). Yield: 94.8%. As a reaction SMILES: [Cl:1][C:2]1[CH:9]=[C:8]([F:10])[C:7]([F:11])=[CH:6][C:3]=1[C:4]#N.S(=O)(=O)(O)[OH:13].[OH2:17]>>[Cl:1][C:2]1[CH:9]=[C:8]([F:10])[C:7]([F:11])=[CH:6][C:3]=1[C:4]([OH:13])=[O:17]. Procedure: 2.10 g of the 2-chloro-4,5-difluorobenzonitrile obtained as above and 12 ml of 60% sulfuric acid were reacted under reflux for 10 hour. After cooling, the mixture was diluted with 20 ml of water and then extracted with chloroform (10ml×2 times). The extract was washed with water and dried, and then the the solvent was distilled off to obtain 2.20 g (yield: 94.8%) of 2 -chloro-4,5-difluorobenzoic acid. Melting point: 103°-105° C. Starting materials: C(C)OC([C@H](CC1=CC=C(C=C1)OCC(=O)O)OC)=O ((2S)-3-(4-carboxymethoxy-phenyl)-2-methoxy-propionic acid ethyl ester), COC1=CC=C(OCCN)C=C1 (2-(4-methoxy-phenoxy)-ethylamine), C(C)O[C@H](C(=O)O)CC1=CC=C(C=C1)O[C@H](C)C(NCCC1=CC=C(C=C1)OC1=CC=CC=C1)=O ((2S,1R)-2-ethoxy-3-(4-{1-[2-(4-phenoxy-phenyl)-ethylcarbamoyl]-ethoxy}-phenyl)-propionic acid). Product: CO[C@H](C(=O)O)CC1=CC=C(C=C1)OCC(NCCOC1=CC=C(C=C1)OC)=O ((2S)-2-methoxy-3-(4-{[2-(4-methoxy-phenoxy)-ethylcarbamoyl]-methoxy}-phenyl)-propionic acid). As a reaction SMILES: C([O:3][C:4](=[O:20])[C@@H:5]([O:18][CH3:19])[CH2:6][C:7]1[CH:12]=[CH:11][C:10]([O:13][CH2:14][C:15]([OH:17])=O)=[CH:9][CH:8]=1)C.[CH3:21][O:22][C:23]1[CH:32]=[CH:31][C:26]([O:27][CH2:28][CH2:29][NH2:30])=[CH:25][CH:24]=1.C(O[C@@H](CC1C=CC(O[C@@H](C(=O)NCCC2C=CC(OC3C=CC=CC=3)=CC=2)C)=CC=1)C(O)=O)C>>[CH3:19][O:18][C@@H:5]([CH2:6][C:7]1[CH:8]=[CH:9][C:10]([O:13][CH2:14][C:15](=[O:17])[NH:30][CH2:29][CH2:28][O:27][C:26]2[CH:31]=[CH:32][C:23]([O:22][CH3:21])=[CH:24][CH:25]=2)=[CH:11][CH:12]=1)[C:4]([OH:3])=[O:20]. Procedure: The title compound was prepared from (2S)-3-(4-carboxymethoxy-phenyl)-2-methoxy-propionic acid ethyl ester (PREPARATION 3, step 2) and 2-(4-methoxy-phenoxy)-ethylamine via the same procedure used for the preparation of (2S,1R)-2-ethoxy-3-(4-{1-[2-(4-phenoxy-phenyl)-ethylcarbamoyl]-ethoxy}-phenyl)-propionic acid (Example 1, step 3) to produce a colorless oil. MS (ES) for C21H25NO7 [M+H]+: 404. The product is ClC1=C(C(=CC=C1)F)C=1C(=NC(=CC1Cl)N1N=CN=C1)Cl (3-(2-Chloro-6-fluorophenyl)-2,4-dichloro-6-([1,2,4]triazol-1-yl)pyridine). The solvent is paraffin, CN(C=O)C (dimethylformamide). RXN SMILES: [H-].[Na+].[Cl:3][C:4]1[CH:9]=[CH:8][CH:7]=[C:6]([F:10])[C:5]=1[C:11]1[C:12]([Cl:19])=[N:13][C:14](Cl)=[CH:15][C:16]=1[Cl:17].[NH:20]1[CH:24]=[N:23][CH:22]=[N:21]1.P([O-])(O)(O)=O.[Na+]>CN(C)C=O>[Cl:3][C:4]1[CH:9]=[CH:8][CH:7]=[C:6]([F:10])[C:5]=1[C:11]1[C:12]([Cl:19])=[N:13][C:14]([N:20]2[CH:24]=[N:23][CH:22]=[N:21]2)=[CH:15][C:16]=1[Cl:17] |f:0.1,4.5|. The reactants are [H-].[Na+] (sodium hydride), ClC1=C(C(=CC=C1)F)C=1C(=NC(=CC1Cl)Cl)Cl (3-(2-chloro-6-fluorophenyl)-2,4,6-trichloropyridine), N1N=CN=C1 ([1,2,4]triazole), P(=O)(O)(O)[O-].[Na+] (sodium dihydrogenphosphate). Reported procedure: 0.42 g (11.0 mmol) of 60% sodium hydride in paraffin was added a little at a time to 3.00 g (9.6 mmol) of 3-(2-chloro-6-fluorophenyl)-2,4,6-trichloropyridine and 0.70 g (9.6 mmol) of [1,2,4]triazole dissolved in 30 ml of dimethylformamide. The mixture was stirred at room temperature for 3 d, added to 50 ml of sodium dihydrogenphosphate solution, extracted three times with in each case 50 ml of methyl tert-butyl ether, dried over sodium sulfate and concentrated under reduced pressure. The crude p... Reaction conditions: time 3 day. Reactants: CC[N+](CC)(CC)Cc1ccccc1, C1CCOC1, [Cl-], Cn1c(=O)cc(-c2ccccc2)c2cc(C(c3ccc(Cl)cc3)c3c[nH]cn3)ccc21, CI, [Na+], [OH-], O. Product: Cn1cncc1C(c1ccc(Cl)cc1)c1ccc2c(c1)c(-c1ccccc1)cc(=O)n2C. As a reaction SMILES: [CH2:36]([N+:37]([CH2:38][CH3:39])([CH2:40][CH3:41])[CH2:42][CH3:43])[c:44]1[cH:45][cH:46][cH:47][cH:48][cH:49]1.[CH2:50]1[O:51][CH2:52][CH2:53][CH2:54]1.[Cl-:35].[Cl:3][c:4]1[cH:5][cH:6][c:7]([CH:10]([c:11]2[cH:12][c:13]3[c:14](-[c:23]4[cH:24][cH:25][cH:26][cH:27][cH:28]4)[cH:15][c:16](=[O:22])[n:17]([CH3:21])[c:18]3[cH:19][cH:20]2)[c:29]2[n:30][cH:31][nH:32][cH:33]2)[cH:8][cH:9]1.[I:1][CH3:2].[Na+:56].[OH-:55].[OH2:34]>>[CH3:2][n:30]1[c:29]([CH:10]([c:7]2[cH:6][cH:5][c:4]([Cl:3])[cH:9][cH:8]2)[c:11]2[cH:12][c:13]3[c:14](-[c:23]4[cH:24][cH:25][cH:26][cH:27][cH:28]4)[cH:15][c:16](=[O:22])[n:17]([CH3:21])[c:18]3[cH:19][cH:20]2)[cH:33][n:32][cH:31]1. Reactants: OCc1ccc(Cl)cc1Br, CS(C)=O, CCN(C(C)C)C(C)C, ClCCl, O=S(=O)=O, c1ccncc1. Yields the product O=Cc1ccc(Cl)cc1Br. Reaction SMILES: [Br:1][c:2]1[c:3]([CH2:9][OH:10])[cH:4][cH:5][c:6]([Cl:8])[cH:7]1.[CH3:20][S:21](=[O:22])[CH3:23].[CH:11]([N:12]([CH:13]([CH3:14])[CH3:15])[CH2:16][CH3:17])([CH3:18])[CH3:19].[Cl:34][CH2:35][Cl:36].[S:30](=[O:31])(=[O:32])=[O:33].[n:24]1[cH:25][cH:26][cH:27][cH:28][cH:29]1>>[Br:1][c:2]1[c:3]([CH:9]=[O:10])[cH:4][cH:5][c:6]([Cl:8])[cH:7]1.